This data is from the Open Reaction Database (ORD), a public repository of structured organic reaction records. The task is: describe an organic reaction: reactants, conditions, products, and yield The reactants are CO, C=CCCCCCCC(CCCCCCCC)C1=NCCN1CCO, O=P(O)(O)O. The product is C=CCCCCCCC(CCCCCCCC)C1=NCCN1CCO, O=P(O)(O)O. Reaction SMILES: [CH3:31][OH:32].[OH:1][CH2:2][CH2:3][N:4]1[C:5]([CH:9]([CH2:10][CH2:11][CH2:12][CH2:13][CH2:14][CH2:15][CH:16]=[CH2:17])[CH2:18][CH2:19][CH2:20][CH2:21][CH2:22][CH2:23][CH2:24][CH3:25])=[N:6][CH2:7][CH2:8]1.[P:26]([OH:27])([OH:28])([OH:29])=[O:30]>>[OH:1][CH2:2][CH2:3][N:4]1[C:5]([CH:9]([CH2:10][CH2:11][CH2:12][CH2:13][CH2:14][CH2:15][CH:16]=[CH2:17])[CH2:18][CH2:19][CH2:20][CH2:21][CH2:22][CH2:23][CH2:24][CH3:25])=[N:6][CH2:7][CH2:8]1.[P:26](=[O:27])([OH:28])([OH:29])[OH:30]. Starting materials: FC=1C=CC(=C(C1)[C@@H](CC=C)N[S@@](=O)C(C)(C)C)OC1COCC1 ((S)—N—((R)-1-(5-fluoro-2-((tetrahydrofuran-3-yl)oxy)phenyl)but-3-en-1-yl)-2-methylpropane-2-sulfinamide), solution, Cl (HCl). Run in O1CCOCC1 (Dioxane), O1CCOCC1 (Dioxane). Conditions: time 16 hour. Yields the product Cl.FC=1C=CC(=C(C1)[C@@H](CC=C)N)OC1COCC1 ((R)-1-(5-fluoro-2-((tetrahydrofuran-3-yl)oxy)phenyl)but-3-en-1-amine hydrochloride). Reaction SMILES: [F:1][C:2]1[CH:3]=[CH:4][C:5]([O:19][CH:20]2[CH2:24][CH2:23][O:22][CH2:21]2)=[C:6]([C@H:8]([NH:12][S@](C(C)(C)C)=O)[CH2:9][CH:10]=[CH2:11])[CH:7]=1.[ClH:25]>O1CCOCC1>[ClH:25].[F:1][C:2]1[CH:3]=[CH:4][C:5]([O:19][CH:20]2[CH2:24][CH2:23][O:22][CH2:21]2)=[C:6]([C@H:8]([NH2:12])[CH2:9][CH:10]=[CH2:11])[CH:7]=1 |f:3.4|. Procedure details: To a solution of (S)—N—((R)-1-(5-fluoro-2-((tetrahydrofuran-3-yl)oxy)phenyl)but-3-en-1-yl)-2-methylpropane-2-sulfinamide (30.0 g, 84 mmol) in Dioxane (60 ml) at 0° C. was added 4N solution of HCl in Dioxane (150 ml) and stirred the content for 16 h at room temperature. The solvent was evaporated completely and the crude was washed with diethyl ether to obtain title product 22.0 g (crude) as off white solid. MS m/z 252.05 (M+H). The product is O1C(=CC=C1)C=1C=C(C=CC1)NC(=O)C=1C=C2C(NN=C(C2=CC1)Cl)=O (1-chloro-4-oxo-3,4-dihydro-phthalazine-6-carboxylic acid (3-furan-2-yl-phenyl)-amide). As a reaction SMILES: [O:1]1[CH:5]=[CH:4][CH:3]=[C:2]1[C:6]1[CH:7]=[C:8]([NH:12][C:13]([C:15]2[CH:16]=[C:17]3[C:22](=[CH:23][CH:24]=2)[C:21]([Cl:25])=[N:20][N:19]=[C:18]3Cl)=[O:14])[CH:9]=[CH:10][CH:11]=1.[OH-].[Na+].[O:29]1CCOCC1.Cl>O>[O:1]1[CH:5]=[CH:4][CH:3]=[C:2]1[C:6]1[CH:7]=[C:8]([NH:12][C:13]([C:15]2[CH:16]=[C:17]3[C:22](=[CH:23][CH:24]=2)[C:21]([Cl:25])=[N:20][NH:19][C:18]3=[O:29])=[O:14])[CH:9]=[CH:10][CH:11]=1 |f:1.2|. Reactants: O1C(=CC=C1)C=1C=C(C=CC1)NC(=O)C=1C=C2C(=NN=C(C2=CC1)Cl)Cl (1,4-dichloro-phthalazine-6-carboxylic acid (3-furan-2-yl-phenyl)-amide), [OH-].[Na+] (NaOH), O1CCOCC1 (dioxane), Cl (HCl). Procedure: A mixture of 1,4-dichloro-phthalazine-6-carboxylic acid (3-furan-2-yl-phenyl)-amide (400 mg, 1.041 mmol), 2N NaOH (5.2 mL, 10.41 mmol) and dioxane (5 mL) was heated to 50° C. for 5 h. The reaction was diluted with water, acidified with conc. HCl to pH 6. The reaction mixture was concentrated to low volume and filtered through celite. Chromatography (Hex/EtOAc) afforded 1-chloro-4-oxo-3,4-dihydro-phthalazine-6-carboxylic acid (3-furan-2-yl-phenyl)-amide (43 mg) as a pale yellow solid, 1H NMR (400... Solvent: O (water). Run at temperature 50 celsius. The reactants are CCNCC, C1=CCN(Cc2ccccc2)C1, CC(C)=O, O, O=S(=O)(O)O. Product: CCN(CC)C1CN(Cc2ccccc2)CC1O. RXN SMILES: [CH2:19]([CH3:20])[NH:21][CH2:22][CH3:23].[CH2:1]([c:2]1[cH:3][cH:4][cH:5][cH:6][cH:7]1)[N:8]1[CH2:9][CH:10]=[CH:11][CH2:12]1.[CH3:24][C:25](=[O:26])[CH3:27].[OH2:18].[S:13](=[O:14])(=[O:15])([OH:16])[OH:17]>>[CH2:1]([c:2]1[cH:3][cH:4][cH:5][cH:6][cH:7]1)[N:8]1[CH2:9][CH:10]([OH:18])[CH:11]([N:21]([CH2:19][CH3:20])[CH2:22][CH3:23])[CH2:12]1. The reactants are C(C1=CC=CC=C1)Br (benzyl bromide), C(C1=CC=CC=C1)Cl (benzyl chloride), C(C1=CC=CC=C1)OC1=CC2=C(NC(CCC2)=O)C=C1OC (7-benzyloxy-8-methoxy-4,5-dihydro-1H-benzo[b]azepin-2(3H)-one), [H-].[Na+] (NaH). Run in CN(C)C=O (DMF), O (water). Yields the product C(C1=CC=CC=C1)N1C2=C(CCCC1=O)C=C(C(=C2)OC)OCC2=CC=CC=C2 (1-benzyl-7-benzyloxy-8-methoxy-4,5-dihydro-1H-benzo[b]azepin-2(3H)-one). RXN SMILES: [CH2:1]([O:8][C:9]1[C:20]([O:21][CH3:22])=[CH:19][C:12]2[NH:13][C:14](=[O:18])[CH2:15][CH2:16][CH2:17][C:11]=2[CH:10]=1)[C:2]1[CH:7]=[CH:6][CH:5]=[CH:4][CH:3]=1.[H-].[Na+].[CH2:25](Br)[C:26]1[CH:31]=[CH:30][CH:29]=[CH:28][CH:27]=1.C(Cl)C1C=CC=CC=1>CN(C=O)C.O>[CH2:25]([N:13]1[C:14](=[O:18])[CH2:15][CH2:16][CH2:17][C:11]2[CH:10]=[C:9]([O:8][CH2:1][C:2]3[CH:3]=[CH:4][CH:5]=[CH:6][CH:7]=3)[C:20]([O:21][CH3:22])=[CH:19][C:12]1=2)[C:26]1[CH:31]=[CH:30][CH:29]=[CH:28][CH:27]=1 |f:1.2|. Reported procedure: A solution of 7-benzyloxy-8-methoxy-4,5-dihydro-1H-benzo[b]azepin-2(3H)-one (297 mg, 1.0 mmol) and NaH (80 mg, 2 mmol) was stirred in DMF (5 mL) for 10 minute at rt and the appropriate benzyl bromide or benzyl chloride (1.1 mmol) added. The mixture was stirred o/n at rt. After addition of water the organics extracted with ethyl acetate, washed with water, brine, dried (MgSO4), filtered and concentrated. The crude yellow oil was purified by flash chromatography (hexane/EtOAc 1:0 to 1:1) and the r... Reactants: ClCCCOC=1C(=C(C=CC1)CS(=O)(=O)C1=CC=CC2=CC=CC=C12)[N+](=O)[O-] (1-[3-(3-chloro-propoxy)-2-nitro-phenyl-methanesulfonyl]-naphthalene), C(=O)O (formic acid). The reagents and catalysts are [Pd] (Pd/C). The solvent is C1CCOC1 (THF), CO (methanol). Conditions: time 20 hour. Product: ClCCCOC1=C(C(=CC=C1)CS(=O)(=O)C1=CC=CC2=CC=CC=C12)N (2-(3-Chloro-propoxy)-6-(naphthalene-1-sulfonylmethyl)-phenylamine). The yield is 94.4%. As a reaction SMILES: [Cl:1][CH2:2][CH2:3][CH2:4][O:5][C:6]1[C:7]([N+:26]([O-])=O)=[C:8]([CH2:12][S:13]([C:16]2[C:25]3[C:20](=[CH:21][CH:22]=[CH:23][CH:24]=3)[CH:19]=[CH:18][CH:17]=2)(=[O:15])=[O:14])[CH:9]=[CH:10][CH:11]=1.C(O)=O>C1COCC1.CO.[Pd]>[Cl:1][CH2:2][CH2:3][CH2:4][O:5][C:6]1[CH:11]=[CH:10][CH:9]=[C:8]([CH2:12][S:13]([C:16]2[C:25]3[C:20](=[CH:21][CH:22]=[CH:23][CH:24]=3)[CH:19]=[CH:18][CH:17]=2)(=[O:15])=[O:14])[C:7]=1[NH2:26]. Procedure details: A mixture of 1-[3-(3-chloro-propoxy)-2-nitro-phenyl-methanesulfonyl]-naphthalene (1.9 g, 4.5 mmoles) and 10% Pd/C in THF (20 mL), methanol (20 mL), and formic acid (5 mL) was hydrogenated in a Parr hydrogenation bottle (250 mL) at 40 lb/in2 for 20 hours. The mixture was filtered through Celite, and the filtrate was diluted with EtOAc, washed with water, dried over Na2SO4, and concentrated under vacuum. The crude product was purified by flash chromatography using as eluent 5% EtOAc/CH2Cl2 to affo... Reactants: [N+](=O)([O-])C=1C=C(OC2=CC=C(C=C2)NC(=O)N(C)CC(OC)OC)C=C(C1)[N+](=O)[O-] (N-[4-(3,5-Dinitrophenoxy)phenyl]-N'-(2,2-dimethoxyethyl)-N'-methylurea), Cl (hydrochloric acid). Solvent: O (water). The product is CN1C(N(CC1)C1=CC=C(C=C1)OC1=CC(=CC(=C1)[N+](=O)[O-])[N+](=O)[O-])=O (1-methyl-3-[4-(3,5-dinitrophenoxy)phenyl]-imidazolin-2-one). RXN SMILES: [N+:1]([C:4]1[CH:5]=[C:6]([CH:25]=[C:26]([N+:28]([O-:30])=[O:29])[CH:27]=1)[O:7][C:8]1[CH:13]=[CH:12][C:11]([NH:14][C:15]([N:17]([CH2:19][CH:20](OC)OC)[CH3:18])=[O:16])=[CH:10][CH:9]=1)([O-:3])=[O:2].Cl>O>[CH3:18][N:17]1[CH2:19][CH2:20][N:14]([C:11]2[CH:12]=[CH:13][C:8]([O:7][C:6]3[CH:25]=[C:26]([N+:28]([O-:30])=[O:29])[CH:27]=[C:4]([N+:1]([O-:3])=[O:2])[CH:5]=3)=[CH:9][CH:10]=2)[C:15]1=[O:16]. Procedure details: N-[4-(3,5-Dinitrophenoxy)phenyl]-N'-(2,2-dimethoxyethyl)-N'-methylurea (0.02 mole), water (30 ml) and concentrated hydrochloric acid (3 ml) are charged into a glass reaction vessel fitted with a mechanical stirrer, thermometer and condenser. The mixture is refluxed for a period of about 30 minutes and then cooled and extracted with ethyl acetate. The extract is washed with dilute aqueous sodium bicarbonate, with two portions of water and is then dried. The ethyl acetate is removed by mild warmin... Run in O=C(C)C=C(C)C (mesityl oxide). The reactants are C(C)C1=CC=C(N)C=C1 (p-ethylaniline), II (iodine). Yields the product C(C)C=1C=C2C(=CC(NC2=CC1)(C)C)C (1,2-Dihydro-6-ethyl-2,2,4-trimethylquinoline). Reported procedure: Skraup reaction of p-ethylaniline (1.0 g) and iodine (0.34 g) in mesityl oxide (5 ml) was performed according to the method described in example 1. As a reaction SMILES: [CH2:1]([C:3]1[CH:9]=[CH:8][C:6]([NH2:7])=[CH:5][CH:4]=1)[CH3:2].II>O=C(C=C(C)C)C>[CH2:1]([C:3]1[CH:4]=[C:5]2[C:6](=[CH:8][CH:9]=1)[NH:7][C:3]([CH3:9])([CH3:1])[CH:4]=[C:5]2[CH3:6])[CH3:2]. The reactants are Cl (HCl), BrC1=CC(=CC=2N(C(=NC21)C2CC2)CC2=C(C(=CC=C2)C(F)(F)F)C)N2CCOCC2 (4-(4-bromo-2-cyclopropyl-1-(2-methyl-3-(trifluoromethyl)benzyl)-1H-benzo[d]imidazol-6-yl)morpholine), B1(OC(C(O1)(C)C)(C)C)B2OC(C(O2)(C)C)(C)C (bis(pinacolato)diboron), CC(C)C1=CC(=C(C(=C1)C(C)C)C2=C(C=CC=C2)P(C3CCCCC3)C4CCCCC4)C(C)C (X-Phos), C(C)(=O)[O-].[K+] (potassium acetate). The reagents and catalysts are C=1C=CC(=CC1)/C=C/C(=O)/C=C/C2=CC=CC=C2.C=1C=CC(=CC1)/C=C/C(=O)/C=C/C2=CC=CC=C2.C=1C=CC(=CC1)/C=C/C(=O)/C=C/C2=CC=CC=C2.[Pd].[Pd] (Pd2(dba)3). Run in O (H2O), O1CCOCC1 (1,4-Dioxane). Conditions: temperature 95 celsius. Yields the product C1(CC1)C1=NC2=C(N1CC1=C(C(=CC=C1)C(F)(F)F)C)C=C(C=C2B(O)O)N2CCOCC2 ((2-cyclopropyl-1-(2-methyl-3-(trifluoromethyl)benzyl)-6-morpholino-1H-benzo[d]imidazol-4-yl)boronic acid). The yield is 20.9%. Reaction SMILES: Br[C:2]1[C:10]2[N:9]=[C:8]([CH:11]3[CH2:13][CH2:12]3)[N:7]([CH2:14][C:15]3[CH:20]=[CH:19][CH:18]=[C:17]([C:21]([F:24])([F:23])[F:22])[C:16]=3[CH3:25])[C:6]=2[CH:5]=[C:4]([N:26]2[CH2:31][CH2:30][O:29][CH2:28][CH2:27]2)[CH:3]=1.[B:32]1(B2OC(C)(C)C(C)(C)O2)[O:36]C(C)(C)C(C)(C)[O:33]1.CC(C1C=C(C(C)C)C(C2C=CC=CC=2P(C2CCCCC2)C2CCCCC2)=C(C(C)C)C=1)C.C([O-])(=O)C.[K+].Cl>O1CCOCC1.C1C=CC(/C=C/C(/C=C/C2C=CC=CC=2)=O)=CC=1.C1C=CC(/C=C/C(/C=C/C2C=CC=CC=2)=O)=CC=1.C1C=CC(/C=C/C(/C=C/C2C=CC=CC=2)=O)=CC=1.[Pd].[Pd].O>[CH:11]1([C:8]2[N:7]([CH2:14][C:15]3[CH:20]=[CH:19][CH:18]=[C:17]([C:21]([F:22])([F:23])[F:24])[C:16]=3[CH3:25])[C:6]3[CH:5]=[C:4]([N:26]4[CH2:31][CH2:30][O:29][CH2:28][CH2:27]4)[CH:3]=[C:2]([B:32]([OH:36])[OH:33])[C:10]=3[N:9]=2)[CH2:13][CH2:12]1 |f:3.4,7.8.9.10.11|. Reported procedure: A mixture of 4-(4-bromo-2-cyclopropyl-1-(2-methyl-3-(trifluoromethyl)benzyl)-1H-benzo[d]imidazol-6-yl)morpholine (1.01 g, 2.043 mmol), bis(pinacolato)diboron (1.556 g, 6.13 mmol), Pd2(dba)3 (0.094 g, 0.102 mmol), X-Phos (0.097 g, 0.204 mmol) and potassium acetate (0.602 g, 6.13 mmol) in 1,4-Dioxane (20 mL) in a 40 mL scintillation vial was heated for 1 hr at 95° C. When cooled the reaction contents were poured into 1N HCl (10 ml) and H2O (10 mL) mixture, swirled and then extracted with EtOAc, dr...